Dataset: the Open Reaction Database (ORD), a public repository of structured organic reaction records. Task: describe an organic reaction: reactants, conditions, products, and yield The reactants are C(C)OC(=O)C1=NC=C(C=C1OCC)OCC (3,5-diethoxy-pyridine-2-carboxylic acid ethyl ester), CC(C)C[AlH]CC(C)C (DIBAL). Run in C(Cl)Cl (CH2Cl2), C1CCOC1 (THF). Run at time 20 minute. Product: C(C)OC=1C(=NC=C(C1)OCC)CO ((3,5-diethoxy-pyridin-2-yl)-methanol). Yield: 80.9%. As a reaction SMILES: C([O:3][C:4]([C:6]1[C:11]([O:12][CH2:13][CH3:14])=[CH:10][C:9]([O:15][CH2:16][CH3:17])=[CH:8][N:7]=1)=O)C.CC(C[AlH]CC(C)C)C>C(Cl)Cl.C1COCC1>[CH2:13]([O:12][C:11]1[C:6]([CH2:4][OH:3])=[N:7][CH:8]=[C:9]([O:15][CH2:16][CH3:17])[CH:10]=1)[CH3:14]. Reported procedure: To the 3,5-diethoxy-pyridine-2-carboxylic acid ethyl ester solution (250 mg, 1.04 mmol) in CH2Cl2 (10 ml), a solution of DIBAL in THF (1N, 3 mL) is added, and stirred at room temperature for 20 minutes. Excess reagent is quenched with Glauber's salt (Na2H2SO4·10H2O), filtered and concentrated to afford (3,5-diethoxy-pyridin-2-yl)-methanol (166 mg, 80% yield); 1H NMR (300 MHz, CDCl3): 7.77 (s, 1H), 6.69 (s, 1H), 4.65 (s, 2H), 4.15 (q, J=6.9 Hz, 2H), 3.65 (q, J=6.9 Hz, 2H), 1.45 (t, J=6.9 Hz, 6H). Starting materials: C1(=CC=CC=C1)NC1=CC(=C(C(=C1)OC)OC)OC (phenyl-(3,4,5-trimethoxyphenyl)amine), C1C2N(CCN1CCCC(=O)O)CCCC2 (4-(Octahydro-2H-pyrido[1,2-a]pyrazin-2-yl)butyric acid). Procedure details: The procedure is as for Example 2 using as substrate phenyl-(3,4,5-trimethoxyphenyl)amine and the compound obtained in Step B of Example 2. Yields the product C1(=CC=CC=C1)N(C(CCCN1CC2N(CC1)CCCC2)=O)C2=CC(=C(C(=C2)OC)OC)OC (N-Phenyl-4-(octahydro-2H-pyrido[1,2-a]pyrazin-2-yl)-N-(3,4,5-trimetlioxyphenyl)-butyramide). RXN SMILES: [C:1]1([NH:7][C:8]2[CH:13]=[C:12]([O:14][CH3:15])[C:11]([O:16][CH3:17])=[C:10]([O:18][CH3:19])[CH:9]=2)[CH:6]=[CH:5][CH:4]=[CH:3][CH:2]=1.[CH2:20]1[N:25]([CH2:26][CH2:27][CH2:28][C:29](O)=[O:30])[CH2:24][CH2:23][N:22]2[CH2:32][CH2:33][CH2:34][CH2:35][CH:21]12>>[C:1]1([N:7]([C:8]2[CH:13]=[C:12]([O:14][CH3:15])[C:11]([O:16][CH3:17])=[C:10]([O:18][CH3:19])[CH:9]=2)[C:29](=[O:30])[CH2:28][CH2:27][CH2:26][N:25]2[CH2:24][CH2:23][N:22]3[CH2:32][CH2:33][CH2:34][CH2:35][CH:21]3[CH2:20]2)[CH:2]=[CH:3][CH:4]=[CH:5][CH:6]=1. Reactants: CC(C)(C)[Si](C)(C)Cl, CN(C)C=O, N#CCc1ccc(O)cc1, c1c[nH]cn1. Product: CC(C)(C)[Si](C)(C)Oc1ccc(CC#N)cc1. RXN SMILES: [C:1]([CH3:2])([CH3:3])([CH3:4])[Si:5]([CH3:6])([CH3:7])[Cl:8].[O:24]=[CH:25][N:26]([CH3:27])[CH3:28].[OH:14][c:15]1[cH:16][cH:17][c:18]([CH2:21][C:22]#[N:23])[cH:19][cH:20]1.[nH:9]1[cH:10][cH:11][n:12][cH:13]1>>[C:1]([CH3:2])([CH3:3])([CH3:4])[Si:5]([CH3:6])([CH3:7])[O:14][c:15]1[cH:16][cH:17][c:18]([CH2:21][C:22]#[N:23])[cH:19][cH:20]1. Starting materials: C(C1=CC=CC=C1)OC=1C=C(NC=C2C(OC(OC2=O)(C)C)=O)C=CC1C#N (5-((3-Benzyloxy-4-cyanoanilino)methylene)-2,2-dimethyl-1,3-dioxane-4,6-dione). Run in C1=CC=C(C=C1)C2=CC=CC=C2.C1=CC=C(C=C1)OC2=CC=CC=C2 (DOWTHERM A). Run at temperature 190 celsius, time 1 hour. The product is C(C1=CC=CC=C1)OC1=C(C=C2C(C=CNC2=C1)=O)C#N (7-benzyloxy-6-cyano-1,4-dihydroquinolin-4-one). Isolated yield 79.7%. RXN SMILES: [CH2:1]([O:8][C:9]1[CH:10]=[C:11]([CH:24]=[CH:25][C:26]=1[C:27]#[N:28])[NH:12][CH:13]=[C:14]1[C:19](=[O:20])OC(C)(C)OC1=O)[C:2]1[CH:7]=[CH:6][CH:5]=[CH:4][CH:3]=1>C1C=CC(C2C=CC=CC=2)=CC=1.C1C=CC(OC2C=CC=CC=2)=CC=1>[CH2:1]([O:8][C:9]1[CH:10]=[C:11]2[C:24]([C:19](=[O:20])[CH:14]=[CH:13][NH:12]2)=[CH:25][C:26]=1[C:27]#[N:28])[C:2]1[CH:3]=[CH:4][CH:5]=[CH:6][CH:7]=1 |f:1.2|. Reported procedure: 5-((3-Benzyloxy-4-cyanoanilino)methylene)-2,2-dimethyl-1,3-dioxane-4,6-dione (6 g, 15.9 mmol) was suspended in DOWTHERM A, (trade mark of Fluka Chemie AG), (100 ml) and heated to 190° C. The mixture was stirred for 1 hour at 190° C. Upon cooling to ambient temperature the product precipitated out. Ether (125 ml) was added and the suspension was stirred for 30 minutes. The product was collected by filtration, washed with ether and dried under vacuum to give 7-benzyloxy-6-cyano-1,4-dihydroquinolin... The reactants are ClC1=CC=C(C=C1)S(=O)CCCCl (1-chloro-4-[(3-chloropropyl)sulfinyl]benzene), FC=1C=C(C=CC1F)NC(C1CCNCC1)C1=CC=C(C=C1)F (N-(3,4-difluorophenyl)-α-(4-fluorophenyl)-4-piperidinemethanamine). The product is ClC1=CC=C(C=C1)S(=O)CCCN1CCC(CC1)C(NC1=CC(=C(C=C1)F)F)C1=CC=C(C=C1)F (1-[3-[(4-Chlorophenyl)sulfinyl]propyl]-N-(3,4-difluorophenyl)-α-(4-fluorophenyl)-4-piperidinemethanamine). Reaction SMILES: [Cl:1][C:2]1[CH:7]=[CH:6][C:5]([S:8]([CH2:10][CH2:11][CH2:12]Cl)=[O:9])=[CH:4][CH:3]=1.[F:14][C:15]1[CH:16]=[C:17]([NH:22][CH:23]([C:30]2[CH:35]=[CH:34][C:33]([F:36])=[CH:32][CH:31]=2)[CH:24]2[CH2:29][CH2:28][NH:27][CH2:26][CH2:25]2)[CH:18]=[CH:19][C:20]=1[F:21]>>[Cl:1][C:2]1[CH:7]=[CH:6][C:5]([S:8]([CH2:10][CH2:11][CH2:12][N:27]2[CH2:28][CH2:29][CH:24]([CH:23]([C:30]3[CH:31]=[CH:32][C:33]([F:36])=[CH:34][CH:35]=3)[NH:22][C:17]3[CH:18]=[CH:19][C:20]([F:21])=[C:15]([F:14])[CH:16]=3)[CH2:25][CH2:26]2)=[O:9])=[CH:4][CH:3]=1. Procedure details: Following the procedure of Example 2, the title compound is prepared from 1-chloro-4-[(3-chloropropyl)sulfinyl]benzene and N-(3,4-difluorophenyl)-α-(4-fluorophenyl)-4-piperidinemethanamine. The product is CCC(=O)N(c1ccc(Cl)cc1)C1CC(C)N(C(=O)c2ccc(OCCCC(=O)O)cc2)c2ccccc21. Reactants: O=C([O-])[O-], CCOC(=O)CCCOc1ccc(C(=O)N2c3ccccc3C(N(C(=O)CC)c3ccc(Cl)cc3)CC2C)cc1, CO, [K+], [K+], O. As a reaction SMILES: [C:41](=[O:42])([O-:43])[O-:44].[CH2:1]([CH3:2])[O:3][C:4]([CH2:5][CH2:6][CH2:7][O:8][c:9]1[cH:10][cH:11][c:12]([C:15](=[O:16])[N:17]2[CH:18]([CH3:39])[CH2:19][CH:20]([N:27]([C:28]([CH2:29][CH3:30])=[O:31])[c:32]3[cH:33][cH:34][c:35]([Cl:38])[cH:36][cH:37]3)[c:21]3[cH:22][cH:23][cH:24][cH:25][c:26]32)[cH:13][cH:14]1)=[O:40].[CH3:48][OH:49].[K+:45].[K+:46].[OH2:47]>>[O:3]=[C:4]([CH2:5][CH2:6][CH2:7][O:8][c:9]1[cH:10][cH:11][c:12]([C:15](=[O:16])[N:17]2[CH:18]([CH3:39])[CH2:19][CH:20]([N:27]([C:28]([CH2:29][CH3:30])=[O:31])[c:32]3[cH:33][cH:34][c:35]([Cl:38])[cH:36][cH:37]3)[c:21]3[cH:22][cH:23][cH:24][cH:25][c:26]32)[cH:13][cH:14]1)[OH:40]. Starting materials: BrC1=C(C=NN1C)C(=O)OCC (ethyl 5-bromo-1-methyl-1H-pyrazole-4-carboxylate), O.[OH-].[Li+] (lithium hydroxide monohydrate). Solvent: O1CCCC1 (tetrahydrofuran), O (water), C(C)O (ethanol), O (water). Run at time 4 hour. Product: BrC1=C(C=NN1C)C(=O)O (5-bromo-1-methyl-1H-pyrazole-4-carboxylic acid). Reaction SMILES: [Br:1][C:2]1[N:6]([CH3:7])[N:5]=[CH:4][C:3]=1[C:8]([O:10]CC)=[O:9].O.[OH-].[Li+]>O1CCCC1.O.C(O)C>[Br:1][C:2]1[N:6]([CH3:7])[N:5]=[CH:4][C:3]=1[C:8]([OH:10])=[O:9] |f:1.2.3|. Procedure: A suspension of ethyl 5-bromo-1-methyl-1H-pyrazole-4-carboxylate (8.00 g, 34.3 mmol) in tetrahydrofuran (60 mL), water (20 mL) and ethanol (20 mL) was treated with lithium hydroxide monohydrate (3.17 g, 75.5 mmol) and stirred for 4 hours at room temperature. Removal of solvents under reduced pressure provided a white solid residue, which was diluted with water (50 mL), washed with diethyl ether (50 mL) and adjusted to pH 2.5 with aqueous 6 N hydrochloric acid. The thick suspension was extracted ... Starting materials: C=C(C)C (isobutene), [OH-].[K+] (potassium hydroxide), C1(=CC(=CC=C1)C)C (meta-xylene), liquid, F (hydrogen fluoride). Reaction conditions: time 2 hour. The product is CC1=CC(=CC(=C1)C(C)(C)C)C (1,3-Dimethyl-5-tertiary-butylbenzene). RXN SMILES: [CH2:1]=[C:2]([CH3:4])[CH3:3].[C:5]1([CH3:12])[CH:10]=[CH:9][CH:8]=[C:7]([CH3:11])[CH:6]=1.F.[OH-].[K+]>>[CH3:12][C:5]1[CH:10]=[C:9]([C:2]([CH3:4])([CH3:3])[CH3:1])[CH:8]=[C:7]([CH3:11])[CH:6]=1 |f:3.4|. Procedure details: 1,3-Dimethyl-5-tertiary-butylbenzene is prepared as described in U.S. Pat. No. 2,860,169. According to this procedure, 448 g. (8.0 moles) of isobutene were dissolved in 961 g. (9.0 moles) of meta-xylene at 0° C. and added over a period of 4.2 hours to 150 g. (7.5 moles) of liquid hydrogen fluoride contained in a copper flask equipped with a stainless-steel stirrer, addition-tube and gas-outlet. The flask was cooled in an ice-bath. Stirring was continued for 2 hours after the end of the addition ...